This data is from the Open Reaction Database (ORD), a public repository of structured organic reaction records. The task is: describe an organic reaction: reactants, conditions, products, and yield The reactants are CO, CCOc1ccc(C(CC2CCCC2)c2cc3cccnc3[nH]2)cn1. The product is c1cncc(C(CC2CCCC2)c2cc3cccnc3[nH]2)c1. RXN SMILES: [CH3:26][OH:27].[CH:1]1([CH2:6][CH:7]([c:8]2[cH:9][n:10][c:11]([O:14][CH2:15][CH3:16])[cH:12][cH:13]2)[c:17]2[cH:18][c:19]3[c:20]([n:21][cH:22][cH:23][cH:24]3)[nH:25]2)[CH2:2][CH2:3][CH2:4][CH2:5]1>>[CH:1]1([CH2:6][CH:7]([c:8]2[cH:9][n:10][cH:11][cH:12][cH:13]2)[c:17]2[cH:18][c:19]3[c:20]([n:21][cH:22][cH:23][cH:24]3)[nH:25]2)[CH2:2][CH2:3][CH2:4][CH2:5]1. The reactants are Cl (HCl), O (Water), [OH-].[Na+] (NaOH), C(#N)C1=CC=C(C=C1)C1=CC=CC(=N1)[C@@H](COCC)OC1=CC(=C(C=C1)OCC(=O)OCC)C (Ethyl [(4-{[(1S)-1-[6-(4-cyanophenyl)-2-pyridinyl]-2-(ethyloxy)ethyl]oxy}-2-methylphenyl)oxy]acetate). Solvent: C1CCOC1 (THF). Conditions: time 30 minute. Yields the product C(#N)C1=CC=C(C=C1)C1=CC=CC(=N1)[C@@H](COCC)OC1=CC(=C(C=C1)OCC(=O)O)C ([(4-{[(1S)-1-[6-(4-cyanophenyl)-2-pyridinyl]-2-(ethyloxy)ethyl]oxy}-2-methylphenyl)oxy]acetic acid). Isolated yield 87.6%. Reaction SMILES: [C:1]([C:3]1[CH:8]=[CH:7][C:6]([C:9]2[N:14]=[C:13]([C@H:15]([O:20][C:21]3[CH:26]=[CH:25][C:24]([O:27][CH2:28][C:29]([O:31]CC)=[O:30])=[C:23]([CH3:34])[CH:22]=3)[CH2:16][O:17][CH2:18][CH3:19])[CH:12]=[CH:11][CH:10]=2)=[CH:5][CH:4]=1)#[N:2].O.[OH-].[Na+].Cl>C1COCC1>[C:1]([C:3]1[CH:8]=[CH:7][C:6]([C:9]2[N:14]=[C:13]([C@H:15]([O:20][C:21]3[CH:26]=[CH:25][C:24]([O:27][CH2:28][C:29]([OH:31])=[O:30])=[C:23]([CH3:34])[CH:22]=3)[CH2:16][O:17][CH2:18][CH3:19])[CH:12]=[CH:11][CH:10]=2)=[CH:5][CH:4]=1)#[N:2] |f:2.3|. Reported procedure: Ethyl [(4-{[(1S)-1-[6-(4-cyanophenyl)-2-pyridinyl]-2-(ethyloxy)ethyl]oxy}-2-methylphenyl)oxy]acetate (0.886 g) was dissolved in THF (8.8 mL). Water (8.8 mL) and aq 2M NaOH (1.8 mL) were added and the mixture stirred at ambient temperature for 30 mins. The reaction mixture was acidified to pH 1 by the addition of aq 2M HCl and extracted with EtOAc (2×10 mL). The organic extracts were washed with brine (20 mL), dried (Na2SO4) and evaporated to give the title compound as a white foam (729 mg). Reaction conditions: temperature 85 celsius. As a reaction SMILES: [CH3:1][N:2]1[CH2:15][CH2:14][C:13]2[C:12]3[CH:11]=[C:10]([CH3:16])[CH:9]=[CH:8][C:7]=3[NH:6][C:5]=2[CH2:4][CH2:3]1.Br[CH:18]=[C:19]([C:21]1[CH:26]=[CH:25][CH:24]=[CH:23][C:22]=1[F:27])[CH3:20].N1CCC[C@H]1C(O)=O.[O-]P([O-])([O-])=O.[K+].[K+].[K+]>CN(C=O)C.[Cu]I>[F:27][C:22]1[CH:23]=[CH:24][CH:25]=[CH:26][C:21]=1/[C:19](/[CH3:20])=[CH:18]/[N:6]1[C:7]2[CH:8]=[CH:9][C:10]([CH3:16])=[CH:11][C:12]=2[C:13]2[CH2:14][CH2:15][N:2]([CH3:1])[CH2:3][CH2:4][C:5]1=2 |f:3.4.5.6|. The reagents and catalysts are [Cu]I (CuI). Starting materials: reagents, CN1CCC=2NC=3C=CC(=CC3C2CC1)C (3,9-Dimethyl-1,2,3,4,5,6-hexahydroazepino[4,5-b]indole), BrC=C(C)C1=C(C=CC=C1)F (1-(1-bromoprop-1-en-2-yl)-2-fluorobenzene), N1[C@H](C(=O)O)CCC1 (L-proline), [O-]P(=O)([O-])[O-].[K+].[K+].[K+] (potassium phosphate tribasic). The solvent is CN(C)C=O (DMF). Reported procedure: 3,9-Dimethyl-1,2,3,4,5,6-hexahydroazepino[4,5-b]indole (214 mg, 1 mmol), 1-(1-bromoprop-1-en-2-yl)-2-fluorobenzene (260 mg, 1.2 mmol), L-proline (0.2 mmol), CuI (19 mg, 0.1 mmol) and potassium phosphate tribasic (424 mg, 2 mmol) in DMF was stirred at RT and purged with nitrogen. The reaction mixture was heated at 85° C. overnight. An additional 1 eq. of reagents was added and the mixture heated for an additional 24 h. The DMF was evaporated and the residue was poured into water. The precipitate ... Product: FC1=C(C=CC=C1)/C(=C/N1C2=C(C=3C=C(C=CC13)C)CCN(CC2)C)/C ((E)-6-(2-(2-fluorophenyl)prop-1-enyl)-3,9-dimethyl-1,2,3,4,5,6-hexahydroazepino[4,5-b]indole). The reactants are C#CCO, Cl, [Cu]I, Fc1ccc(I)cc1, C1CCC2=NCCCN2CC1, C1CCOC1, c1ccc(P(c2ccccc2)(c2ccccc2)[Pd](P(c2ccccc2)(c2ccccc2)c2ccccc2)(P(c2ccccc2)(c2ccccc2)c2ccccc2)P(c2ccccc2)(c2ccccc2)c2ccccc2)cc1. Product: OCC#Cc1ccc(F)cc1. RXN SMILES: [CH2:20]([C:21]#[CH:22])[OH:23].[ClH:24].[Cu:30][I:31].[F:1][c:2]1[cH:3][cH:4][c:5]([I:8])[cH:6][cH:7]1.[N:9]12[CH2:10][CH2:11][CH2:12][N:13]=[C:14]1[CH2:15][CH2:16][CH2:17][CH2:18][CH2:19]2.[O:25]1[CH2:26][CH2:27][CH2:28][CH2:29]1.[cH:32]1[cH:33][cH:34][c:35]([P:36]([Pd:37]([P:38]([c:39]2[cH:40][cH:41][cH:42][cH:43][cH:44]2)([c:45]2[cH:46][cH:47][cH:48][cH:49][cH:50]2)[c:51]2[cH:52][cH:53][cH:54][cH:55][cH:56]2)([P:57]([c:58]2[cH:59][cH:60][cH:61][cH:62][cH:63]2)([c:64]2[cH:65][cH:66][cH:67][cH:68][cH:69]2)[c:70]2[cH:71][cH:72][cH:73][cH:74][cH:75]2)[P:76]([c:77]2[cH:78][cH:79][cH:80][cH:81][cH:82]2)([c:83]2[cH:84][cH:85][cH:86][cH:87][cH:88]2)[c:89]2[cH:90][cH:91][cH:92][cH:93][cH:94]2)([c:95]2[cH:96][cH:97][cH:98][cH:99][cH:100]2)[c:101]2[cH:102][cH:103][cH:104][cH:105][cH:106]2)[cH:107][cH:108]1>>[F:1][c:2]1[cH:3][cH:4][c:5]([C:22]#[C:21][CH2:20][OH:23])[cH:6][cH:7]1.